This data is from the Open Reaction Database (ORD), a public repository of structured organic reaction records. The task is: describe an organic reaction: reactants, conditions, products, and yield Reactants: C(C)(C)(C)C=1N=C(C2=C(N1)N(N=N2)CC)N2CC(CC2)(F)F (5-tert-Butyl-7-(3,3-difluoro-pyrrolidin-1-yl)-3-ethyl-3H-[1,2,3]triazolo[4,5-d]pyrimidine), C(C)(C)(C)C=1N=C(C2=C(N1)NN=N2)N2CC(CC2)(F)F (5-tert-butyl-7-(3,3-difluoropyrrolidin-1-yl)-3H-[1,2,3]triazolo[4,5-d]pyrimidine), BrCC1=C(C(=CC=C1)Cl)Cl (1-(bromomethyl)-2,3-dichlorobenzene). Product: C(C)(C)(C)C=1N=C(C2=C(N1)N(N=N2)CC2=C(C(=CC=C2)Cl)Cl)N2CC(CC2)(F)F (5-tert-Butyl-3-(2,3-dichloro-benzyl)-7-(3,3-difluoro-pyrrolidin-1-yl)-3H-[1,2,3]triazolo[4,5-d]pyrimidine), gum. Isolated yield 37.0%. Reaction SMILES: [C:1]([C:5]1[N:6]=[C:7]([N:16]2[CH2:20][CH2:19][C:18]([F:22])([F:21])[CH2:17]2)[C:8]2[N:13]=[N:12][N:11]([CH2:14][CH3:15])[C:9]=2[N:10]=1)([CH3:4])([CH3:3])[CH3:2].C(C1N=C(N2CCC(F)(F)C2)C2N=NNC=2N=1)(C)(C)C.BrCC1[CH:50]=[CH:49][CH:48]=[C:47]([Cl:51])[C:46]=1[Cl:52]>>[C:1]([C:5]1[N:6]=[C:7]([N:16]2[CH2:20][CH2:19][C:18]([F:21])([F:22])[CH2:17]2)[C:8]2[N:13]=[N:12][N:11]([CH2:14][C:15]3[CH:50]=[CH:49][CH:48]=[C:47]([Cl:51])[C:46]=3[Cl:52])[C:9]=2[N:10]=1)([CH3:2])([CH3:3])[CH3:4]. Reported procedure: In analogy to the procedure described for the synthesis of 5-tert-butyl-7-(3,3-difluoro-pyrrolidin-1-yl)-3-ethyl-3H-[1,2,3]triazolo[4,5-d]pyrimidine (example 61), the title compound was prepared from 5-tert-butyl-7-(3,3-difluoropyrrolidin-1-yl)-3H-[1,2,3]triazolo[4,5-d]pyrimidine and 1-(bromomethyl)-2,3-dichlorobenzene and isolated as colorless gum (6.7 mg, 37%). MS (m/e): 441.3 (MH+). Reactants: CC(=O)O, CC(=O)CC(O)CCSc1ccc(C(F)(F)F)cc1. Product: CC(=O)C=CCCSc1ccc(C(F)(F)F)cc1. Reaction SMILES: [CH3:20][C:21](=[O:22])[OH:23].[OH:1][CH:2]([CH2:3][C:4]([CH3:5])=[O:6])[CH2:7][CH2:8][S:9][c:10]1[cH:11][cH:12][c:13]([C:16]([F:17])([F:18])[F:19])[cH:14][cH:15]1>>[CH:2](=[CH:3][C:4]([CH3:5])=[O:6])[CH2:7][CH2:8][S:9][c:10]1[cH:11][cH:12][c:13]([C:16]([F:17])([F:18])[F:19])[cH:14][cH:15]1. Starting materials: NC=1SC(=C(C1C(=O)N)C)C1=CC=C(C=C1)Cl (2-Amino-4-methyl-5-(4-chlorophenyl)-3-thiophencarboxamide), ClC(C(=O)N=C=O)(Cl)Cl (trichloroacetylisocyanate), solution, N (ammonia). The solvent is C(C)#N (acetonitrile), CO (methanol). Conditions: time 10 minute. Product: NC(=O)NC=1SC(=C(C1C(=O)N)C)C1=CC=C(C=C1)Cl (2-[(Aminocarbonyl)amino]-4-methyl-5-(4-chlorophenyl)-3-thiophenecarboxamide). RXN SMILES: [NH2:1][C:2]1[S:3][C:4]([C:11]2[CH:16]=[CH:15][C:14]([Cl:17])=[CH:13][CH:12]=2)=[C:5]([CH3:10])[C:6]=1[C:7]([NH2:9])=[O:8].ClC(Cl)(Cl)[C:20]([N:22]=C=O)=[O:21].N>C(#N)C.CO>[NH2:22][C:20]([NH:1][C:2]1[S:3][C:4]([C:11]2[CH:16]=[CH:15][C:14]([Cl:17])=[CH:13][CH:12]=2)=[C:5]([CH3:10])[C:6]=1[C:7]([NH2:9])=[O:8])=[O:21]. Procedure: 2-Amino-4-methyl-5-(4-chlorophenyl)-3-thiophencarboxamide (0.44 g) was suspended in acetonitrile (25 mL) and trichloroacetylisocyanate (0.2 mL) added dropwise with stirring over 10 minutes. Stirring was continued for a further 3 h at room temperature and then a 2M solution of ammonia in methanol (10 mL) was added and stirring continued for a further 2 h. The solvent was evaporated and the residue treated with water. The resultant solid was filtered off and washed with more water. The crude produ... Reactants: OC1=C(C=CC=2C(CCC(C12)(C)C)(C)C)C=1C=C(C=CC1)C=CC(=O)OC (methyl 3-[3-(1-hydroxy-5,5,8,8-tetramethyl-5,6,7,8-tetrahydro-2-naphthyl)phenyl]acrylate), C(C1=CC=CC=C1)Br (benzyl bromide). Product: C(C1=CC=CC=C1)OC1=C(C=CC=2C(CCC(C12)(C)C)(C)C)C=1C=C(C=CC1)C=CC(=O)O (3-[3-(1-benzyloxy-5,5,8,8-tetramethyl-5,6,7,8-tetrahydro-2-naphthyl)phenyl]acrylic Acid). Isolated yield 91.1%. RXN SMILES: [OH:1][C:2]1[C:11]2[C:10]([CH3:13])([CH3:12])[CH2:9][CH2:8][C:7]([CH3:15])([CH3:14])[C:6]=2[CH:5]=[CH:4][C:3]=1[C:16]1[CH:17]=[C:18]([CH:22]=[CH:23][C:24]([O:26]C)=[O:25])[CH:19]=[CH:20][CH:21]=1.[CH2:28](Br)[C:29]1[CH:34]=[CH:33][CH:32]=[CH:31][CH:30]=1>>[CH2:28]([O:1][C:2]1[C:11]2[C:10]([CH3:12])([CH3:13])[CH2:9][CH2:8][C:7]([CH3:14])([CH3:15])[C:6]=2[CH:5]=[CH:4][C:3]=1[C:16]1[CH:17]=[C:18]([CH:22]=[CH:23][C:24]([OH:26])=[O:25])[CH:19]=[CH:20][CH:21]=1)[C:29]1[CH:34]=[CH:33][CH:32]=[CH:31][CH:30]=1. Reported procedure: In a manner similar to that of Example 1(a), by reaction of 500 mg (1.37 mmol) of methyl 3-[3-(1-hydroxy-5,5,8,8-tetramethyl-5,6,7,8-tetrahydro-2-naphthyl)phenyl]acrylate with 180 μl (1.5 mmol) of benzyl bromide, 550 mg (88%) of the expected compound were obtained in the form of a yellow oil. Starting materials: O=C([O-])[O-], CNC(=O)Nc1ccc(B2OC(C)(C)C(C)(C)O2)cc1, COCCOC, Clc1nc(Cl)nc(N2CCOCC2)n1, [Na+], [Na+]. Yields the product CNC(=O)Nc1ccc(-c2nc(Cl)nc(N3CCOCC3)n2)cc1. As a reaction SMILES: [C:35](=[O:36])([O-:37])[O-:38].[CH3:15][NH:16][C:17](=[O:18])[NH:19][c:20]1[cH:21][cH:22][c:23]([B:26]2[O:27][C:28]([CH3:29])([CH3:30])[C:31]([CH3:32])([CH3:33])[O:34]2)[cH:24][cH:25]1.[CH3:41][O:42][CH2:43][CH2:44][O:45][CH3:46].[Cl:1][c:2]1[n:3][c:4]([N:9]2[CH2:10][CH2:11][O:12][CH2:13][CH2:14]2)[n:5][c:6]([Cl:8])[n:7]1.[Na+:39].[Na+:40]>>[c:2]1(-[c:23]2[cH:22][cH:21][c:20]([NH:19][C:17]([NH:16][CH3:15])=[O:18])[cH:25][cH:24]2)[n:3][c:4]([N:9]2[CH2:10][CH2:11][O:12][CH2:13][CH2:14]2)[n:5][c:6]([Cl:8])[n:7]1. Procedure: To a mixture of sodium metal (0.116 gm, 0.005 mole) in methanol (180 ml) was added {[5,6-dichloro-3-oxo-2,3,9,9a-tetrahydro-9a-(2-trifluoroacetoxyethyl)-1H-fluoren-7-yl)oxy}acetonitrile (8.20 g, 0.0183 mole). The reaction mixture was stirred for 11/4 hours in a nitrogen atmosphere then treated with ammonium chloride (2.0 g, 37 mMole) and stirring was continued for 21/2 hours. The methanol was evaporated in vacuo, the residue dissolved in water, allowed to stand for one hour, treated with 10N NaO... Reactants: ClC1=C2C3=CC(CCC3(CC2=CC(=C1Cl)OCC#N)CCOC(C(F)(F)F)=O)=O ({[5,6-dichloro-3-oxo-2,3,9,9a-tetrahydro-9a-(2-trifluoroacetoxyethyl)-1H-fluoren-7-yl)oxy}acetonitrile), [Na] (sodium), [Cl-].[NH4+] (ammonium chloride). Reaction SMILES: [Na].[Cl:2][C:3]1[C:15]([Cl:16])=[C:14]([O:17][CH2:18][C:19]#[N:20])[CH:13]=[C:12]2[C:4]=1[C:5]1[C:10]([CH2:21][CH2:22][O:23]C(=O)C(F)(F)F)([CH2:11]2)[CH2:9][CH2:8][C:7](=[O:30])[CH:6]=1.[Cl-].[NH4+:32]>CO>[ClH:2].[Cl:2][C:3]1[C:15]([Cl:16])=[C:14]([O:17][CH2:18][C:19](=[NH:32])[NH2:20])[CH:13]=[C:12]2[C:4]=1[C:5]1[C:10]([CH2:21][CH2:22][OH:23])([CH2:11]2)[CH2:9][CH2:8][C:7](=[O:30])[CH:6]=1 |f:2.3,5.6,^1:0|. Yields the product Cl.ClC1=C2C3=CC(CCC3(CC2=CC(=C1Cl)OCC(N)=N)CCO)=O ({[5,6-dichloro-9a-(2-hydroxyethyl)-3-oxo-2,3,9,9a-tetrahydro-1H-fluoren-7-yl]oxy}ethanimidamide hydrochloride). Conditions: time 4 hour. Solvent: CO (methanol). Reactants: C(C1=CC=CC=C1)OC1=C(C=C(C=C1)C1=CC=C2C(=NNC2=C1)C1=CC2=CC=CC=C2C=C1)OC (6-(4-Benzyloxy-3-methoxy-phenyl)-3-naphthalen-2-yl-1H-indazole). The reagents and catalysts are [Pd] (palladium on carbon). Run in C(C)(=O)OCC (ethyl acetate), C1=CC=CC=C1 (benzene), CO (methanol). Run at temperature 23 celsius, time 3 day. The product is C1=C(C=CC2=CC=CC=C12)C1=NNC2=CC(=CC=C12)C1=CC(=C(C=C1)O)OC (3-(Naphthalen-2-yl)-6-(3-methoxy-4-hydroxy-phenyl)-1H-indazole). Isolated yield 39.7%. As a reaction SMILES: C([O:8][C:9]1[CH:14]=[CH:13][C:12]([C:15]2[CH:23]=[C:22]3[C:18]([C:19]([C:24]4[CH:33]=[CH:32][C:31]5[C:26](=[CH:27][CH:28]=[CH:29][CH:30]=5)[CH:25]=4)=[N:20][NH:21]3)=[CH:17][CH:16]=2)=[CH:11][C:10]=1[O:34][CH3:35])C1C=CC=CC=1>C(OCC)(=O)C.C1C=CC=CC=1.CO.[Pd]>[CH:25]1[C:26]2[C:31](=[CH:30][CH:29]=[CH:28][CH:27]=2)[CH:32]=[CH:33][C:24]=1[C:19]1[C:18]2[C:22](=[CH:23][C:15]([C:12]3[CH:13]=[CH:14][C:9]([OH:8])=[C:10]([O:34][CH3:35])[CH:11]=3)=[CH:16][CH:17]=2)[NH:21][N:20]=1. Procedure: 6-(4-Benzyloxy-3-methoxy-phenyl)-3-naphthalen-2-yl-1H-indazole (25 mg, 0.055 mmol) was dissolved in a mixture of ethyl acetate (2 mL), benzene (2 mL) and methanol (2 mL). To this solution was added palladium on carbon (25 mg, 10% wt) and the reaction vessel was vacuum/purged with hydrogen gas for five cycles. The reaction mixture was allowed to stir for 3 days (d) at 23° C. and was filtered through a plug of Celite. Concentration and purification by silica gel chromatography afforded 3-(Naphthal... Starting materials: CC=1N=C(NC(C1C(=O)OC)C1=CC(=CC=C1)[N+](=O)[O-])C1=CC=CC=C1 (methyl 4-methyl-2-phenyl-6-(3-nitrophenyl)-1,6-dihydro-5-pyrimidinecarboxylate). Reagents/catalysts: [O-2].[O-2].[Mn+4] (manganese dioxide). Solvent: C(Cl)(Cl)Cl (chloroform). Yields the product CC1=C(C(=NC(=N1)C1=CC=CC=C1)C1=CC(=CC=C1)[N+](=O)[O-])C(=O)OC (methyl 6-methyl-4-(3-nitrophenyl)-2-phenyl-5-pyrimidinecarboxylate). The yield is 67.8%. RXN SMILES: [CH3:1][C:2]1[N:3]=[C:4]([C:21]2[CH:26]=[CH:25][CH:24]=[CH:23][CH:22]=2)[NH:5][CH:6]([C:12]2[CH:17]=[CH:16][CH:15]=[C:14]([N+:18]([O-:20])=[O:19])[CH:13]=2)[C:7]=1[C:8]([O:10][CH3:11])=[O:9]>C(Cl)(Cl)Cl.[O-2].[O-2].[Mn+4]>[CH3:1][C:2]1[N:3]=[C:4]([C:21]2[CH:26]=[CH:25][CH:24]=[CH:23][CH:22]=2)[N:5]=[C:6]([C:12]2[CH:17]=[CH:16][CH:15]=[C:14]([N+:18]([O-:20])=[O:19])[CH:13]=2)[C:7]=1[C:8]([O:10][CH3:11])=[O:9] |f:2.3.4|. Reported procedure: To a solution of methyl 4-methyl-2-phenyl-6-(3-nitrophenyl)-1,6-dihydro-5-pyrimidinecarboxylate (475 g) in chloroform (5 l) was added activated manganese dioxide (1.9 kg) and the mixture was refluxed for two hours with stirring vigorously. After allowing to cool to room temperature, manganese dioxide was filtered off. The filtrate was evaporated in vacuo and the residual precipitate was recrystallized from diisopropyl ether (500 ml). The crystal was filtered off, washed with diisopropyl ether an...